This data is from the Open Reaction Database (ORD), a public repository of structured organic reaction records. The task is: describe an organic reaction: reactants, conditions, products, and yield The reactants are O=C=Nc1cc(F)ccc1F, N, C1CCOC1. Yields the product NC(=O)Nc1cc(F)ccc1F. Reaction SMILES: [F:1][c:2]1[c:3]([N:9]=[C:10]=[O:11])[cH:4][c:5]([F:8])[cH:6][cH:7]1.[NH3:12].[O:13]1[CH2:14][CH2:15][CH2:16][CH2:17]1>>[F:1][c:2]1[c:3]([NH:9][C:10](=[O:11])[NH2:12])[cH:4][c:5]([F:8])[cH:6][cH:7]1. The reactants are crude product, S1C(=CC=C1)C(C(=O)O)C=1SC=CC1 (dithiophenyl acetic acid), C(=C)C1=NC=CC=C1 (2-vinylpyridine), C=1(C(=CC=CC1)S(=O)(=O)O)C (toluene sulfonic acid). Run in C1=CC=CC=C1 (benzene). The product is S1C(=CC=C1)C(C(=O)OCCC1=NC=CC=C1)C=1SC=CC1 (Dithiophenylacetic Acid, 2-(2-pyridinyl)ethyl Ester). RXN SMILES: [S:1]1[CH:5]=[CH:4][CH:3]=[C:2]1[CH:6]([C:10]1[S:11][CH:12]=[CH:13][CH:14]=1)[C:7]([OH:9])=[O:8].[CH:15]([C:17]1[CH:22]=[CH:21][CH:20]=[CH:19][N:18]=1)=[CH2:16].C1(C)C(S(O)(=O)=O)=CC=CC=1>C1C=CC=CC=1>[S:1]1[CH:5]=[CH:4][CH:3]=[C:2]1[CH:6]([C:10]1[S:11][CH:12]=[CH:13][CH:14]=1)[C:7]([O:9][CH2:16][CH2:15][C:17]1[CH:22]=[CH:21][CH:20]=[CH:19][N:18]=1)=[O:8]. Reported procedure: The crude product of newly synthesized dithiophenyl acetic acid (10 g, 59 mmol theoretically), freshly distilled 2-vinylpyridine (6.25 g, 59 mmol), and 1 mol % toluene sulfonic acid were dissolved in benzene and placed in a round bottom flask equipped with a vigreaux column and magnetic stirbar. The reaction was then heated to reflux and allowed to react for 16 hours. The viscous liquid that remained after the solvent was removed was then purified by column chromatography (silica 2/1 v/v hexane/... Starting materials: CCN, CO, Cl, COC(=O)c1nn2c(N)nnc2c(C)c1C. Product: CCNC(=O)c1nn2c(N)nnc2c(C)c1C. RXN SMILES: [CH3:18][CH2:19][NH2:20].[CH3:21][OH:22].[ClH:1].[NH2:2][c:3]1[n:4][n:5][c:6]2[n:7]1[n:8][c:9]([C:14]([O:16][CH3:15])=[O:17])[c:10]([CH3:13])[c:11]2[CH3:12]>>[NH2:2][c:3]1[n:4][n:5][c:6]2[n:7]1[n:8][c:9]([C:14](=[O:16])[NH:20][CH2:19][CH3:18])[c:10]([CH3:13])[c:11]2[CH3:12]. Conditions: temperature 130 celsius, time 8 hour. Procedure details: Methyl 2-amino-5-methoxyisonicotinate (20 mg, 0.110 mmol) obtained in step 3 was suspended in n-butanol (1.10 mL), and the suspension was stirred overnight at 130° C. after adding 3-bromo-4-(4,4-difluorocyclohexyl)-1,1,1-trifluorobutan-2-one (53 mg, 0.165 mmol) obtained in step 2 of Example 36, and molecular sieve 4A (20 mg). The reaction mixture was allowed to cool to room temperature, filtered through Celite (registered trademark) after adding a sodium hydrogen carbonate aqueous solution, and ... Reactants: NC=1C=C(C(=O)OC)C(=CN1)OC (methyl 2-amino-5-methoxyisonicotinate), BrC(C(C(F)(F)F)=O)CC1CCC(CC1)(F)F (3-bromo-4-(4,4-difluorocyclohexyl)-1,1,1-trifluorobutan-2-one), 4A. Run in C(CCC)O (n-butanol). RXN SMILES: [NH2:1][C:2]1[CH:3]=[C:4]([C:9]([O:12][CH3:13])=[CH:10][N:11]=1)[C:5]([O:7][CH3:8])=[O:6].Br[CH:15]([CH2:22][CH:23]1[CH2:28][CH2:27][C:26]([F:30])([F:29])[CH2:25][CH2:24]1)[C:16](=O)[C:17]([F:20])([F:19])[F:18]>C(O)CCC>[F:29][C:26]1([F:30])[CH2:27][CH2:28][CH:23]([CH2:22][C:15]2[N:11]3[CH:10]=[C:9]([O:12][CH3:13])[C:4]([C:5]([O:7][CH3:8])=[O:6])=[CH:3][C:2]3=[N:1][C:16]=2[C:17]([F:18])([F:19])[F:20])[CH2:24][CH2:25]1. The yield is 51.5%. Yields the product FC1(CCC(CC1)CC1=C(N=C2N1C=C(C(=C2)C(=O)OC)OC)C(F)(F)F)F (methyl 3-(4,4-difluorocyclohexylmethyl)-6-methoxy-2-(trifluoromethyl)imidazo[1,2-a]pyridine-7-carboxylate). Reactants: [H-].[Na+] (sodium hydride), ClC=1C=CC2=C(C(=NC3(CCN(CC3)CC3=CC=CC=C3)C(N2)=O)C2=CC=CC=C2)C1 (7-chloro-5-phenyl-1'-benzyl-spiro[1H-1,4-benzodiazepine-3,4'-piperidin]-2(3H)-one), CI (methyl iodide). The solvent is CN(C=O)C (dimethylformamide), CN(C=O)C (dimethylformamide). Reaction conditions: temperature 0 celsius, time 20 minute. The product is ClC=1C=CC2=C(C(=NC3(CCN(CC3)CC3=CC=CC=C3)C(N2C)=O)C2=CC=CC=C2)C1 (7-Chloro-5-phenyl-1'-benzyl-1-methyl-spiro[1H-1,4-benzodiazepine-3,4'-piperidin]-2(3H)-one). Reaction SMILES: [Cl:1][C:2]1[CH:3]=[CH:4][C:5]2[NH:23][C:22](=[O:24])[C:9]3([CH2:14][CH2:13][N:12]([CH2:15][C:16]4[CH:21]=[CH:20][CH:19]=[CH:18][CH:17]=4)[CH2:11][CH2:10]3)[N:8]=[C:7]([C:25]3[CH:30]=[CH:29][CH:28]=[CH:27][CH:26]=3)[C:6]=2[CH:31]=1.[H-].[Na+].[CH3:34]I>CN(C)C=O>[Cl:1][C:2]1[CH:3]=[CH:4][C:5]2[N:23]([CH3:34])[C:22](=[O:24])[C:9]3([CH2:10][CH2:11][N:12]([CH2:15][C:16]4[CH:21]=[CH:20][CH:19]=[CH:18][CH:17]=4)[CH2:13][CH2:14]3)[N:8]=[C:7]([C:25]3[CH:26]=[CH:27][CH:28]=[CH:29][CH:30]=3)[C:6]=2[CH:31]=1 |f:1.2|. Procedure: 3.0 g (0.0069 mole) of 7-chloro-5-phenyl-1'-benzyl-spiro[1H-1,4-benzodiazepine-3,4'-piperidin]-2(3H)-one are dissolved in 25 ml of absolute dimethylformamide, and 0.3 g (0.007 mole) of sodium hydride (55-60% strength dispersion) is added at 20° C. After the mixture has been stirred for 20 minutes, it is cooled to 0° C., a solution of 1.0 g (0.0065 mole) of methyl iodide in 5 ml of absolute dimethylformamide is added dropwise and the mixture is stirred at 25° C. for 3 hours. The solvent is distil... Reactants: CC(=O)O, N#CC1(c2ccc(OCCCN3CCSCC3)cc2)CCOCC1. Yields the product N#CC1(c2ccc(OCCCN3CCS(=O)CC3)cc2)CCOCC1. As a reaction SMILES: [CH3:25][C:26]([OH:27])=[O:28].[S:1]1[CH2:2][CH2:3][N:4]([CH2:7][CH2:8][CH2:9][O:10][c:11]2[cH:12][cH:13][c:14]([C:17]3([C:23]#[N:24])[CH2:18][CH2:19][O:20][CH2:21][CH2:22]3)[cH:15][cH:16]2)[CH2:5][CH2:6]1>>[S:1]1(=[O:27])[CH2:2][CH2:3][N:4]([CH2:7][CH2:8][CH2:9][O:10][c:11]2[cH:12][cH:13][c:14]([C:17]3([C:23]#[N:24])[CH2:18][CH2:19][O:20][CH2:21][CH2:22]3)[cH:15][cH:16]2)[CH2:5][CH2:6]1.